Dataset: the Open Reaction Database (ORD), a public repository of structured organic reaction records. Task: describe an organic reaction: reactants, conditions, products, and yield The reactants are C1(=CC=C(C=C1)S(=O)(=O)OC[C@H]1COC=2C(=C3C=CC(=NC3=CC2)C)O1)C ([(2R)-8-methyl-2,3-dihydro[1,4]dioxino[2,3-f]quinolin-2-yl]methyl 4-toluenesulfonate), S1C2=C(C=C1C=1CCNCC1)C=CC=C2 (4-benzo[b]thiophen-2-yl-1,2,3,6-tetrahydro-pyridine). The solvent is CS(=O)C (dimethylsulfoxide). Conditions: temperature 90 celsius, time 18 hour. Yields the product S1C2=C(C=C1C=1CCN(CC1)CC1COC=3C(=C4C=CC(=NC4=CC3)C)O1)C=CC=C2 (2-(4-Benzo[b]thiophen-2-yl-3,6-dihydro-2H-pyridin-1-ylmethyl)-8-methyl-2,3-dihydro-[1,4]dioxino[2,3-f]quinoline). Isolated yield 137.8%. Reaction SMILES: C1(C)C=CC(S(O[CH2:11][C@@H:12]2[O:26][C:16]3=[C:17]4[C:22](=[CH:23][CH:24]=[C:15]3[O:14][CH2:13]2)[N:21]=[C:20]([CH3:25])[CH:19]=[CH:18]4)(=O)=O)=CC=1.[S:28]1[C:32]([C:33]2[CH2:34][CH2:35][NH:36][CH2:37][CH:38]=2)=[CH:31][C:30]2[CH:39]=[CH:40][CH:41]=[CH:42][C:29]1=2>CS(C)=O>[S:28]1[C:32]([C:33]2[CH2:34][CH2:35][N:36]([CH2:11][CH:12]3[O:26][C:16]4=[C:17]5[C:22](=[CH:23][CH:24]=[C:15]4[O:14][CH2:13]3)[N:21]=[C:20]([CH3:25])[CH:19]=[CH:18]5)[CH2:37][CH:38]=2)=[CH:31][C:30]2[CH:39]=[CH:40][CH:41]=[CH:42][C:29]1=2. Procedure details: To a mixture of [(2R)-8-methyl-2,3-dihydro[1,4]dioxino[2,3-f]quinolin-2-yl]methyl 4-toluenesulfonate (0.638 g, 1.66 mmol) and 4-benzo[b]thiophen-2-yl-1,2,3,6-tetrahydro-pyridine (0.46 g, 2.1 mmol) was added 12 mL of dimethylsulfoxide. The mixture was stirred at 90° C. for 18 hours. The solvent was evaporated under reduced pressure. The residue was partitioned between 500 mL each of methylene chloride and saturated aqueous sodium bicarbonate. The methylene chloride layer was washed with water twi... The reactants are ClCC1=CC(=NO1)C1=CC=C(C=C1)Cl (5-chloromethyl-3-(4-chloro-phenyl)-isoxazole), COC(COC1=C2CCCC2=C(C=C1)S)=O ((7-Mercapto-indan-4-yloxy)-acetic acid methyl ester). The product is ClC1=CC=C(C=C1)C1=NOC(=C1)CSC=1C=CC(=C2CCCC12)OCC(=O)O ({7-[3-(4-Chloro-phenyl)-isoxazol-5-ylmethylsulfanyl]-indan-4-yloxy}-acetic acid). As a reaction SMILES: Cl[CH2:2][C:3]1[O:7][N:6]=[C:5]([C:8]2[CH:13]=[CH:12][C:11]([Cl:14])=[CH:10][CH:9]=2)[CH:4]=1.C[O:16][C:17](=[O:30])[CH2:18][O:19][C:20]1[CH:28]=[CH:27][C:26]([SH:29])=[C:25]2[C:21]=1[CH2:22][CH2:23][CH2:24]2>>[Cl:14][C:11]1[CH:12]=[CH:13][C:8]([C:5]2[CH:4]=[C:3]([CH2:2][S:29][C:26]3[CH:27]=[CH:28][C:20]([O:19][CH2:18][C:17]([OH:30])=[O:16])=[C:21]4[C:25]=3[CH2:24][CH2:23][CH2:22]4)[O:7][N:6]=2)=[CH:9][CH:10]=1. Procedure details: The title compound was prepared in the manner analogous to Example 1F using 5-chloromethyl-3-(4-chloro-phenyl)-isoxazole and 12C. mp 92-94° C.; MS m/z 430 (M+1). Starting materials: CCC(Oc1cccc2c1ccc(=O)n2CCN1CCC(N(Cc2ccc3c(c2)OCCO3)C(=O)OC(C)(C)C)CC1)C(=O)[O-], CO, Cl, [Na+], [OH-], O. Yields the product CC(C)(C)OC(=O)N(Cc1ccc2c(c1)OCCO2)C1CCN(CCn2c(=O)ccc3c(OCC(=O)O)cccc32)CC1. RXN SMILES: [CH2:3]([CH3:4])[CH:5]([C:6](=[O:7])[O-:8])[O:9][c:10]1[c:11]2[cH:12][cH:13][c:14](=[O:47])[n:15]([CH2:20][CH2:21][N:22]3[CH2:23][CH2:24][CH:25]([N:28]([CH2:29][c:30]4[cH:31][c:32]5[c:33]([cH:38][cH:39]4)[O:34][CH2:35][CH2:36][O:37]5)[C:40](=[O:41])[O:42][C:43]([CH3:44])([CH3:45])[CH3:46])[CH2:26][CH2:27]3)[c:16]2[cH:17][cH:18][cH:19]1.[CH3:1][OH:2].[ClH:50].[Na+:49].[OH-:48].[OH2:51]>>[CH2:5]([C:6](=[O:7])[OH:8])[O:9][c:10]1[c:11]2[cH:12][cH:13][c:14](=[O:47])[n:15]([CH2:20][CH2:21][N:22]3[CH2:23][CH2:24][CH:25]([N:28]([CH2:29][c:30]4[cH:31][c:32]5[c:33]([cH:38][cH:39]4)[O:34][CH2:35][CH2:36][O:37]5)[C:40](=[O:41])[O:42][C:43]([CH3:44])([CH3:45])[CH3:46])[CH2:26][CH2:27]3)[c:16]2[cH:17][cH:18][cH:19]1. The reactants are CSC(=NC#N)SC, C1COCCN1, CCO. Yields the product CSC(=NC#N)N1CCOCC1. Reaction SMILES: [C:1](#[N:2])[N:3]=[C:4]([S:5][CH3:6])[S:7][CH3:8].[CH2:9]1[CH2:10][O:11][CH2:12][CH2:13][NH:14]1.[CH3:15][CH2:16][OH:17]>>[C:1](#[N:2])[N:3]=[C:4]([S:5][CH3:6])[N:14]1[CH2:9][CH2:10][O:11][CH2:12][CH2:13]1. Reactants: [Li]CCCC (nBuLi), BrC=1C=C(C=CC1)C1=NN(C(=C1)OC1=CC=C(C=C1)C(F)(F)F)CCO[Si](C)(C)C(C)(C)C (2-{3-(3-Bromophenyl)-5-[4-(trifluoromethyl)phenoxy]-1H-pyrazol-1-yl}-1-(tert-butyldimethylsilyloxy)ethane), CC(C)(C)S(=O)N=C1COC1 (2-Methyl-N-(oxetan-3-ylidene)propane-2-sulfinamide). The solvent is CCCCCC (hexane), C1CCOC1 (THF). Reaction conditions: temperature -78 celsius, time 15 minute. The product is C(=C)N1N=C(C=C1OC1=CC=C(C=C1)C(F)(F)F)C=1C=C(C=CC1)C1(COC1)NS(=O)C(C)(C)C (N-{3-[3-(1-ethenyl-5-(4-trifluoromethylphenoxy)-1H-pyrazol-3-yl)phenyl]oxetan-3-yl}tert-butylsulfinamide). As a reaction SMILES: Br[C:2]1[CH:3]=[C:4]([C:8]2[CH:12]=[C:11]([O:13][C:14]3[CH:19]=[CH:18][C:17]([C:20]([F:23])([F:22])[F:21])=[CH:16][CH:15]=3)[N:10]([CH2:24][CH2:25]O[Si](C(C)(C)C)(C)C)[N:9]=2)[CH:5]=[CH:6][CH:7]=1.[Li]CCCC.[CH3:39][C:40]([S:43]([N:45]=[C:46]1[CH2:49][O:48][CH2:47]1)=[O:44])([CH3:42])[CH3:41]>CCCCCC.C1COCC1>[CH:24]([N:10]1[C:11]([O:13][C:14]2[CH:15]=[CH:16][C:17]([C:20]([F:21])([F:23])[F:22])=[CH:18][CH:19]=2)=[CH:12][C:8]([C:4]2[CH:3]=[C:2]([C:46]3([NH:45][S:43]([C:40]([CH3:39])([CH3:41])[CH3:42])=[O:44])[CH2:49][O:48][CH2:47]3)[CH:7]=[CH:6][CH:5]=2)=[N:9]1)=[CH2:25]. Procedure details: 2-{3-(3-Bromophenyl)-5-[4-(trifluoromethyl)phenoxy]-1H-pyrazol-1-yl}-1-(tert-butyldimethylsilyloxy)ethane (4.2 g, 7.8 mmol) was dissolved in 40 mL of hexane (dried over Na2SO4) and 15 mL THF (freshly distilled from CaH2). The solution was sparged with argon and cooled to −78° C. To the stirred solution was added nBuLi (6.21 mL of a 2.5 M solution in hexanes, 15.5 mmol) and the mixture was stirred for 15 min. LCMS showed incomplete reaction, so more nBuLi (1.0 mL, 2.5 mmol) was added and the mixt... The yield is 15.0%. Procedure details: 3.0 g of 3-chloro-2-(4-chloro-3-chlorosulfonylphenyl)-5-trifluoromethylpyridine and 1.7 g of 3-amino-2,5-dichlorothiophene hydrochloride in a mixture of 100 ml of toluene and 100 ml of pyridine were refluxed for 6 hours. The residue after concentration was dissolved in 100 ml of ethyl acetate. The solution was extracted with 50 ml of dilute hydrochloric acid and 50 ml of water, dried over sodium sulfate and concentrated. Chromatography on silica gel with methylene chloride resulted in 0.6 g of c... Product: ClC=1C(=NC=C(C1)C(F)(F)F)C1=CC(=C(C=C1)Cl)S(=O)(=O)NC1=C(SC(=C1)Cl)Cl (3-Chloro-2-[4-chloro-3-(2,5-dichloro-3-thienylaminosulfonyl)phenyl]-5-trifluoromethylpyridine). As a reaction SMILES: [Cl:1][C:2]1[C:3]([C:12]2[CH:17]=[CH:16][C:15]([Cl:18])=[C:14]([S:19](Cl)(=[O:21])=[O:20])[CH:13]=2)=[N:4][CH:5]=[C:6]([C:8]([F:11])([F:10])[F:9])[CH:7]=1.Cl.[NH2:24][C:25]1[CH:29]=[C:28]([Cl:30])[S:27][C:26]=1[Cl:31]>C1(C)C=CC=CC=1.N1C=CC=CC=1>[Cl:1][C:2]1[C:3]([C:12]2[CH:17]=[CH:16][C:15]([Cl:18])=[C:14]([S:19]([NH:24][C:25]3[CH:29]=[C:28]([Cl:30])[S:27][C:26]=3[Cl:31])(=[O:21])=[O:20])[CH:13]=2)=[N:4][CH:5]=[C:6]([C:8]([F:11])([F:10])[F:9])[CH:7]=1 |f:1.2|. The reactants are ClC=1C(=NC=C(C1)C(F)(F)F)C1=CC(=C(C=C1)Cl)S(=O)(=O)Cl (3-chloro-2-(4-chloro-3-chlorosulfonylphenyl)-5-trifluoromethylpyridine), Cl.NC1=C(SC(=C1)Cl)Cl (3-amino-2,5-dichlorothiophene hydrochloride). Solvent: C1(=CC=CC=C1)C (toluene), N1=CC=CC=C1 (pyridine). Isolated yield 46.0%. Procedure: Using an analogous procedure to that described in Example 18, 4-chloro-6-(3'-methylanilino)pyrimidine (0.33 g) was reacted with 3-chloro-4-(N,N-dimethylcarbamoylmethoxy)aniline to give 4-[3'-chloro-4'-(N,N-dimethylcarbamoylmethoxy)anilino]6-(3'-methylanilino)pyrimidine is 46% yield, m.p. 190°-193° C.; Reactants: ClC1=NC=NC(=C1)NC1=CC(=CC=C1)C (4-chloro-6-(3'-methylanilino)pyrimidine), ClC=1C=C(N)C=CC1OCC(N(C)C)=O (3-chloro-4-(N,N-dimethylcarbamoylmethoxy)aniline). RXN SMILES: Cl[C:2]1[CH:7]=[C:6]([NH:8][C:9]2[CH:14]=[CH:13][CH:12]=[C:11]([CH3:15])[CH:10]=2)[N:5]=[CH:4][N:3]=1.[Cl:16][C:17]1[CH:18]=[C:19]([CH:21]=[CH:22][C:23]=1[O:24][CH2:25][C:26](=[O:30])[N:27]([CH3:29])[CH3:28])[NH2:20]>>[Cl:16][C:17]1[CH:18]=[C:19]([CH:21]=[CH:22][C:23]=1[O:24][CH2:25][C:26](=[O:30])[N:27]([CH3:28])[CH3:29])[NH:20][C:2]1[CH:7]=[C:6]([NH:8][C:9]2[CH:14]=[CH:13][CH:12]=[C:11]([CH3:15])[CH:10]=2)[N:5]=[CH:4][N:3]=1. The product is ClC=1C=C(NC2=NC=NC(=C2)NC2=CC(=CC=C2)C)C=CC1OCC(N(C)C)=O (4-[3'-chloro-4'-(N,N-dimethylcarbamoylmethoxy)anilino]6-(3'-methylanilino)pyrimidine).